describe an organic reaction: reactants, conditions, products, and yield From a dataset of the Open Reaction Database (ORD), a public repository of structured organic reaction records. The reactants are C[C@H]1CCCC(=O)CCC/C=C/C=2C=C(C=C(C2C(=O)O1)O)O (zearalenone). Run in C(Cl)Cl (methylene chloride). Conditions: temperature 30 celsius, time 15 minute. Product: C[C@H]1CCCC(=O)CCC/C=C/C=2C=C(C=C(C2C(=O)O1)O)O (zearalenone), C[C@H]1CCC[C@@H](CCC/C=C/C2=CC(=CC(=C2C(=O)O1)O)O)O (zearalenol). Reaction SMILES: [CH3:1][C@@H:2]1[O:21][C:19](=[O:20])[C:18]2[C:17]([OH:22])=[CH:16][C:15]([OH:23])=[CH:14][C:13]=2[CH:12]=[CH:11][CH2:10][CH2:9][CH2:8][C:6](=[O:7])[CH2:5][CH2:4][CH2:3]1>C(Cl)Cl>[CH3:1][C@@H:2]1[O:21][C:19](=[O:20])[C:18]2[C:17]([OH:22])=[CH:16][C:15]([OH:23])=[CH:14][C:13]=2[CH:12]=[CH:11][CH2:10][CH2:9][CH2:8][C:6](=[O:7])[CH2:5][CH2:4][CH2:3]1.[CH3:1][C@@H:2]1[O:21][C:19](=[O:20])[C:18]2[C:13](=[CH:14][C:15]([OH:23])=[CH:16][C:17]=2[OH:22])[CH:12]=[CH:11][CH2:10][CH2:9][CH2:8][C@@H:6]([OH:7])[CH2:5][CH2:4][CH2:3]1. Procedure: One hundred milliliters of fermentation medium prepared as described in Example I, was transferred to a 500 ml Erlenmeyer flask. The flask was capped with two milk filters and one sheet of Kraft paper (paper removed before inoculation). The flask was autoclaved at 15 lb. steam pressure for 15 minutes and cooled to about 30° C. The medium was inoculated with a culture of the yeast Rhodotorula rubra and incubated under vigorous agitation for 24 hours at 30° C. An alcoholic solution of zearalenone ...